From a dataset of the Open Reaction Database (ORD), a public repository of structured organic reaction records. describe an organic reaction: reactants, conditions, products, and yield Run in S(=O)(=O)([O-])[O-].[NH4+].[NH4+] (ammonium sulfate), C(C(CO)(CO)N)O (Tris), C(C(CO)(CO)N)O (Tris). Product: P(O)(=O)(OP(=O)(O)O)OC[C@@H]1[C@H]([C@H]([C@@H](O1)N1C(=O)NC(=O)C(=C1)C)O)O (5-Methyluridine 5'-diphosphate). RXN SMILES: [P:1]([O:13][CH2:14][C@H:15]1[O:19][C@@H:18]([N:20]2[CH:27]=[C:26]([CH3:28])[C:24](=[O:25])[NH:23][C:21]2=[O:22])[C@H:17]([OH:29])[C@@H:16]1[OH:30])([O:4][P:5]([O:8]P(O)(O)=O)([OH:7])=[O:6])(=[O:3])[OH:2].O=C[C@@H]([C@H]([C@@H]([C@@H](CO)O)O)O)O.[O-]P(OP([O-])([O-])=O)(=O)[O-].[O-]P(OP(OP([O-])([O-])=O)([O-])=O)(=O)[O-]>C(O)C(N)(CO)CO.S([O-])([O-])(=O)=O.[NH4+].[NH4+]>[P:1]([O:13][CH2:14][C@H:15]1[O:19][C@@H:18]([N:20]2[CH:27]=[C:26]([CH3:28])[C:24](=[O:25])[NH:23][C:21]2=[O:22])[C@H:17]([OH:29])[C@@H:16]1[OH:30])([O:4][P:5]([OH:8])([OH:7])=[O:6])(=[O:2])[OH:3] |f:5.6.7|. Reported procedure: 5-Methyluridine 5'-triphosphate (0.0047 g, 0.009 mMol) was dissolved in 0.7 mL 1M Tris buffer (pH 8.5 containing 1M MgCl2) then 0.3 mL of a 0.25M glucose solution in 1M Tris buffer (pH 8.5 containing 1M MgCl2) added. A T0 timepoint was taken by reverse phase anion exchange HPLC. Hexokinase (EC 2.7.1.1, Boehringer Mannheim, from yeast overproducer), 75 units in 3.2M ammonium sulfate suspension, was added to the reaction which was incubated at 25° C. An HPLC was taken at 66 hours indicating comple... Conditions: time 66 hour. Reactants: [O-]P([O-])(=O)OP(=O)([O-])[O-] (diphosphate), [O-]P([O-])(=O)OP(=O)([O-])OP(=O)([O-])[O-] (triphosphate), [O-]P([O-])(=O)OP(=O)([O-])OP(=O)([O-])[O-] (Triphosphate), P(O)(=O)(OP(=O)(O)OP(=O)(O)O)OC[C@@H]1[C@H]([C@H]([C@@H](O1)N1C(=O)NC(=O)C(=C1)C)O)O (5-Methyluridine 5'-triphosphate), [O-]P([O-])(=O)OP(=O)([O-])[O-] (diphosphate), O=C[C@H](O)[C@@H](O)[C@H](O)[C@H](O)CO (glucose).